This data is from the Open Reaction Database (ORD), a public repository of structured organic reaction records. The task is: describe an organic reaction: reactants, conditions, products, and yield The reactants are C(C)N1CCN(CC1)C1=NC(=CC2=C1C=CS2)C2=CC=C(C=C2)O (4-(4-ethylpiperazin-1-yl)-6-(4-hydroxyphenyl)thieno[3,2-c]pyridine), O (Water), [H-].[Na+] (sodium hydride), BrC(C(C)OC(C)(C)C)[SiH](C1=CC=CC=C1)C1=CC=CC=C1 (1-bromo-O-(t-butyl)diphenylsilyl-2-propanol). The solvent is CN(C)C=O (DMF), CN(C)C=O (DMF), CCCCCC (n-hexane), CN(C)C=O (DMF). Conditions: time 45 minute. Product: C(C)N1CCN(CC1)C1=NC(=CC2=C1C=CS2)C2=CC=C(C=C2)OCC(C)O (4-(4-ethylpiperazin-1-yl)-6-[4-(2-hydroxypropoxy)phenyl]thieno[3,2-c]pyridine). The yield is 90.0%. As a reaction SMILES: [H-].[Na+].[CH2:3]([N:5]1[CH2:10][CH2:9][N:8]([C:11]2[C:16]3[CH:17]=[CH:18][S:19][C:15]=3[CH:14]=[C:13]([C:20]3[CH:25]=[CH:24][C:23]([OH:26])=[CH:22][CH:21]=3)[N:12]=2)[CH2:7][CH2:6]1)[CH3:4].Br[CH:28]([SiH](C1C=CC=CC=1)C1C=CC=CC=1)[CH:29]([O:31]C(C)(C)C)[CH3:30].O>CCCCCC.CN(C=O)C>[CH2:3]([N:5]1[CH2:10][CH2:9][N:8]([C:11]2[C:16]3[CH:17]=[CH:18][S:19][C:15]=3[CH:14]=[C:13]([C:20]3[CH:25]=[CH:24][C:23]([O:26][CH2:28][CH:29]([OH:31])[CH3:30])=[CH:22][CH:21]=3)[N:12]=2)[CH2:7][CH2:6]1)[CH3:4] |f:0.1|. Procedure: 66% sodium hydride (0.26 g, 1.2 equivalents) was washed with n-hexane and was then suspended in DMF of 1 ml, and the mixture was stirred under ice-cooling. To the resulting mixture was added 4-(4-ethylpiperazin-1-yl)-6-(4-hydroxyphenyl)thieno[3,2-c]pyridine of 2.00 g (5.88 mmol) dissolved in DMF of 20 ml, followed by the agitation at room temperature for 45 min. To the resulting product was added 1-bromo-O-(t-butyl)diphenylsilyl-2-propanol of 4.44 g (2.0 equivalents) dissolved in DMF of 15 ml, w... The reactants are C1CCOC1, CC[N+](CC)(CC)S(=O)(=O)NC(=O)OC, NC(=O)c1ccc2c(C(=O)c3ccc(OCCN4CCCCC4)cc3)c(-c3ccc(OCCN4CCCC4)cc3)sc2c1, [OH-]. As a reaction SMILES: [CH2:60]1[O:61][CH2:62][CH2:63][CH2:64]1.[CH3:45][O:46][C:47]([NH:48][S:49]([N+:50]([CH2:51][CH3:52])([CH2:53][CH3:54])[CH2:55][CH3:56])(=[O:57])=[O:58])=[O:59].[N:1]1([CH2:7][CH2:8][O:9][c:10]2[cH:11][cH:12][c:13]([C:14](=[O:15])[c:16]3[c:17]4[c:18]([s:19][c:20]3-[c:21]3[cH:22][cH:23][c:24]([O:27][CH2:28][CH2:29][N:30]5[CH2:31][CH2:32][CH2:33][CH2:34]5)[cH:25][cH:26]3)[cH:35][c:36]([C:39](=[O:40])[NH2:41])[cH:37][cH:38]4)[cH:42][cH:43]2)[CH2:2][CH2:3][CH2:4][CH2:5][CH2:6]1.[OH-:44]>>[N:1]1([CH2:7][CH2:8][O:9][c:10]2[cH:11][cH:12][c:13]([C:14](=[O:15])[c:16]3[c:17]4[c:18]([s:19][c:20]3-[c:21]3[cH:22][cH:23][c:24]([O:27][CH2:28][CH2:29][N:30]5[CH2:31][CH2:32][CH2:33][CH2:34]5)[cH:25][cH:26]3)[cH:35][c:36]([C:39]#[N:41])[cH:37][cH:38]4)[cH:42][cH:43]2)[CH2:2][CH2:3][CH2:4][CH2:5][CH2:6]1. The product is N#Cc1ccc2c(C(=O)c3ccc(OCCN4CCCCC4)cc3)c(-c3ccc(OCCN4CCCC4)cc3)sc2c1. Starting materials: Br, CC#N, OCc1cc(F)ccc1OCCc1ccc(C(F)(F)F)cc1, c1ccc([PH+](c2ccccc2)c2ccccc2)cc1. Product: [Br-], Fc1ccc(OCCc2ccc(C(F)(F)F)cc2)c(C[P+](c2ccccc2)(c2ccccc2)c2ccccc2)c1. RXN SMILES: [BrH:23].[CH3:43][C:44]#[N:45].[F:1][c:2]1[cH:3][cH:4][c:5]([O:10][CH2:11][CH2:12][c:13]2[cH:14][cH:15][c:16]([C:19]([F:20])([F:21])[F:22])[cH:17][cH:18]2)[c:6]([CH2:8][OH:9])[cH:7]1.[c:24]1([PH+:30]([c:31]2[cH:32][cH:33][cH:34][cH:35][cH:36]2)[c:37]2[cH:38][cH:39][cH:40][cH:41][cH:42]2)[cH:25][cH:26][cH:27][cH:28][cH:29]1>>[Br-:23].[F:1][c:2]1[cH:3][cH:4][c:5]([O:10][CH2:11][CH2:12][c:13]2[cH:14][cH:15][c:16]([C:19]([F:20])([F:21])[F:22])[cH:17][cH:18]2)[c:6]([CH2:8][P+:30]([c:24]2[cH:25][cH:26][cH:27][cH:28][cH:29]2)([c:31]2[cH:32][cH:33][cH:34][cH:35][cH:36]2)[c:37]2[cH:38][cH:39][cH:40][cH:41][cH:42]2)[cH:7]1. As a reaction SMILES: [B:34]([Br:35])([Br:36])[Br:37].[C:70]([O:71][CH2:72][CH3:73])(=[O:74])[CH3:75].[CH3:76][CH2:77][CH2:78][CH2:79][CH2:80][CH3:81].[F:1][c:2]1[cH:3][cH:4][c:5]([C:6]([CH3:7])([CH3:8])[CH2:9][C:10]([OH:11])([C:12]([F:13])([F:14])[F:15])[CH:16]=[O:17])[c:18]([O:19][CH3:20])[cH:21]1.[F:38][c:39]1[cH:40][c:41]([O:68][CH3:69])[c:42]([CH:43]([NH:44][c:45]2[c:46]3[cH:47][n:48][c:49]([CH3:55])[n:50][c:51]3[cH:52][cH:53][cH:54]2)[C:56]([C:57]([F:58])([F:59])[F:60])([CH2:61][C:62](=[CH2:63])[CH3:64])[OH:65])[cH:66][cH:67]1.[NH2:22][c:23]1[cH:24][cH:25][cH:26][c:27]2[c:28]1[cH:29][n:30][c:31]([CH3:32])[n:33]2>>[F:38][c:39]1[cH:40][c:41]([O:68][CH3:69])[c:42]([CH:43]([NH:44][c:45]2[c:46]3[cH:47][n:48][c:49]([CH3:55])[n:50][c:51]3[cH:52][cH:53][cH:54]2)[C:56]([C:57]([F:58])([F:59])[F:60])([CH:61]=[C:62]([CH3:63])[CH3:64])[OH:65])[cH:66][cH:67]1. Reactants: BrB(Br)Br, CCOC(C)=O, CCCCCC, COc1cc(F)ccc1C(C)(C)CC(O)(C=O)C(F)(F)F, C=C(C)CC(O)(C(Nc1cccc2nc(C)ncc12)c1ccc(F)cc1OC)C(F)(F)F, Cc1ncc2c(N)cccc2n1. The product is COc1cc(F)ccc1C(Nc1cccc2nc(C)ncc12)C(O)(C=C(C)C)C(F)(F)F. Starting materials: NC1=CC=CC=C1 (aniline), C1(=CC=C(C=C1)S(=O)(=O)O)C (p-toluene sulfonic acid), CC(COC(=O)NC=1SC(=C(N1)C1=CC=CC=C1)C1=NC(=NC=C1)I)C (4-[2-(2,2-dimethylethoxycarbonyl-amino)-4-phenyl-thiazol-5-yl]-2-iodo-pyrimidine). Solvent: O1CCOCC1 (dioxane). The product is CC(COC(=O)NC=1SC(=C(N1)C1=CC=CC=C1)C1=NC(=NC=C1)NC1=CC=CC=C1)C (N-{4-[2-(2,2-Dimethylethoxycarbonyl-amino)-4-phenyl-thiazol-5-yl]-pyrimidin-2-yl}-N-phenyl-amine). As a reaction SMILES: [CH3:1][CH:2]([CH3:26])[CH2:3][O:4][C:5]([NH:7][C:8]1[S:9][C:10]([C:19]2[CH:24]=[CH:23][N:22]=[C:21](I)[N:20]=2)=[C:11]([C:13]2[CH:18]=[CH:17][CH:16]=[CH:15][CH:14]=2)[N:12]=1)=[O:6].[NH2:27][C:28]1[CH:33]=[CH:32][CH:31]=[CH:30][CH:29]=1.C1(C)C=CC(S(O)(=O)=O)=CC=1>O1CCOCC1>[CH3:1][CH:2]([CH3:26])[CH2:3][O:4][C:5]([NH:7][C:8]1[S:9][C:10]([C:19]2[CH:24]=[CH:23][N:22]=[C:21]([NH:27][C:28]3[CH:33]=[CH:32][CH:31]=[CH:30][CH:29]=3)[N:20]=2)=[C:11]([C:13]2[CH:18]=[CH:17][CH:16]=[CH:15][CH:14]=2)[N:12]=1)=[O:6]. Procedure: The 4-[2-(2,2-dimethylethoxycarbonyl-amino)-4-phenyl-thiazol-5-yl]-2-iodo-pyrimidine (0.082 g, 0.17 mmol) is heated to reflux with aniline (0.032 g, 0.34 mmol) and dry p-toluene sulfonic acid (0.026 g, 0.136 mmol) in dry dioxane for five hours.